This data is from the Open Reaction Database (ORD), a public repository of structured organic reaction records. The task is: describe an organic reaction: reactants, conditions, products, and yield The reactants are OCCN1CCN(CC1)CC(=O)NC=1C(=NC(=CC1SC)C)SC (2-[4-(2-hydroxyethyl)piperazin-1-yl]-N-[2,4-bis(methylthio)-6-methylpyridin-3-yl]acetamide), SC=1SC2=C(N1)C=CC=C2 (2-mercaptobenzothiazole), OCCN1CCN(CC1)CC(=O)NC=1C(=NC(=CC1N1CCCC1)C)N1CCCC1 (2-[4-(2-hydroxyethyl)piperazin-1-yl]-N-[2,4-bis(pyrrolidin-1-yl)-6-methylpyridin-3-yl]acetamide), SC=1NC2=C(N1)C=CC=C2 (2-mercaptobenzimidazole). The product is S1C(=NC2=C1C=CC=C2)SCCN2CCN(CC2)CC(=O)NC=2C(=NC(=CC2N2CCCC2)C)N2CCCC2 (2-[4-[2-(benzothiazol-2-ylthio)ethyl]piperazin-1-yl]-N-[2,4-bis(pyrrolidin-1-yl)-6-methyl-3-pyridyl]acetamide). As a reaction SMILES: OCCN1CCN(CC(NC2C(SC)=NC(C)=CC=2SC)=O)CC1.O[CH2:26][CH2:27][N:28]1[CH2:33][CH2:32][N:31]([CH2:34][C:35]([NH:37][C:38]2[C:39]([N:50]3[CH2:54][CH2:53][CH2:52][CH2:51]3)=[N:40][C:41]([CH3:49])=[CH:42][C:43]=2[N:44]2[CH2:48][CH2:47][CH2:46][CH2:45]2)=[O:36])[CH2:30][CH2:29]1.SC1NC2C=CC=CC=2N=1.[SH:65][C:66]1[S:67][C:68]2[CH:74]=[CH:73][CH:72]=[CH:71][C:69]=2[N:70]=1>>[S:67]1[C:68]2[CH:74]=[CH:73][CH:72]=[CH:71][C:69]=2[N:70]=[C:66]1[S:65][CH2:26][CH2:27][N:28]1[CH2:33][CH2:32][N:31]([CH2:34][C:35]([NH:37][C:38]2[C:39]([N:50]3[CH2:54][CH2:53][CH2:52][CH2:51]3)=[N:40][C:41]([CH3:49])=[CH:42][C:43]=2[N:44]2[CH2:48][CH2:47][CH2:46][CH2:45]2)=[O:36])[CH2:30][CH2:29]1. Procedure details: The reaction and treatments of Example 12 were repeated, except that 2-[4-(2-hydroxyethyl)piperazin-1-yl]-N-[2,4-bis(methylthio)-6-methylpyridin-3-yl]acetamide was replaced by 2-[4-(2-hydroxyethyl)piperazin-1-yl]-N-[2,4-bis(pyrrolidin-1-yl)-6-methylpyridin-3-yl]acetamide, and 2-mercaptobenzimidazole was replaced by 2-mercaptobenzothiazole, to thereby yield the title compound as a pale yellow solid. Starting materials: [BH4-], CO, NC1CCCc2ccccc21, COC(=O)c1cccc(C=O)c1, [Na+]. The product is COC(=O)c1cccc(CNC2CCCc3ccccc32)c1. Reaction SMILES: [BH4-:24].[CH3:26][OH:27].[CH:13]1([NH2:23])[CH2:14][CH2:15][CH2:16][c:17]2[cH:18][cH:19][cH:20][cH:21][c:22]21.[CH:1](=[O:2])[c:3]1[cH:4][c:5]([C:6](=[O:7])[O:8][CH3:9])[cH:10][cH:11][cH:12]1.[Na+:25]>>[CH2:1]([c:3]1[cH:4][c:5]([C:6](=[O:7])[O:8][CH3:9])[cH:10][cH:11][cH:12]1)[NH:23][CH:13]1[CH2:14][CH2:15][CH2:16][c:17]2[cH:18][cH:19][cH:20][cH:21][c:22]21. Starting materials: OC=1C=C2C=CNC2=CC1 (5-hydroxyindole), C([O-])([O-])=O.[Cs+].[Cs+] (cesium carbonate), ClC1=C(CBr)C(=CC=C1)Cl (2,6-dichlorobenzyl bromide). The solvent is CN(C=O)C (dimethylformamide). Reaction conditions: temperature 60 celsius, time 30 minute. The product is ClC1=C(COC=2C=C3C=CNC3=CC2)C(=CC=C1)Cl (5-(2,6-Dichlorobenzyloxy)-1H-indole). Yield: 73.3%. As a reaction SMILES: [OH:1][C:2]1[CH:3]=[C:4]2[C:8](=[CH:9][CH:10]=1)[NH:7][CH:6]=[CH:5]2.C(=O)([O-])[O-].[Cs+].[Cs+].[Cl:17][C:18]1[CH:25]=[CH:24][CH:23]=[C:22]([Cl:26])[C:19]=1[CH2:20]Br>CN(C)C=O>[Cl:17][C:18]1[CH:25]=[CH:24][CH:23]=[C:22]([Cl:26])[C:19]=1[CH2:20][O:1][C:2]1[CH:3]=[C:4]2[C:8](=[CH:9][CH:10]=1)[NH:7][CH:6]=[CH:5]2 |f:1.2.3|. Reported procedure: To a solution of 5-hydroxyindole (5.0 g, 37.6 mmol) in dimethylformamide (200 mL) at room temperature was added cesium carbonate (18.4 g, 56.3 mmol). The reaction mixture was stirred at 60° C. for 30 min followed by the addition of 2,6-dichlorobenzyl bromide (9.0 g, 37.6 mmol). After stirring at 60° C. for 16 h, the reaction solution was partitioned between ethyl acetate and water. The organic layer was washed with brine and dried (Na2SO4). Purification by flash column chromatography (silica gel... Starting materials: CC(C)c1nc(CN(NC(=O)OC(C)(C)C)C(=O)NC(C(=O)NC(Cc2ccccc2)CC(O)C(Cc2ccccc2)NC(=O)OCc2cncs2)C(C)C)cs1, CCOCC, CO, Cl, C1COCCO1. The product is Cl, CC(C)c1nc(CN(N)C(=O)NC(C(=O)NC(Cc2ccccc2)CC(O)C(Cc2ccccc2)NC(=O)OCc2cncs2)C(C)C)cs1. As a reaction SMILES: [C:1]([O:2][C:3](=[O:4])[NH:8][N:9]([CH2:10][c:11]1[n:12][c:13]([CH:16]([CH3:17])[CH3:18])[s:14][cH:15]1)[C:19](=[O:20])[NH:21][CH:22]([CH:23]([CH3:24])[CH3:25])[C:26](=[O:27])[NH:28][CH:29]([CH2:30][CH:31]([CH:32]([CH2:33][c:34]1[cH:35][cH:36][cH:37][cH:38][cH:39]1)[NH:40][C:41](=[O:42])[O:43][CH2:44][c:45]1[cH:46][n:47][cH:48][s:49]1)[OH:50])[CH2:51][c:52]1[cH:53][cH:54][cH:55][cH:56][cH:57]1)([CH3:5])([CH3:6])[CH3:7].[CH3:59][CH2:60][O:61][CH2:62][CH3:63].[CH3:70][OH:71].[ClH:58].[O:64]1[CH2:65][CH2:66][O:67][CH2:68][CH2:69]1>>[ClH:58].[NH2:8][N:9]([CH2:10][c:11]1[n:12][c:13]([CH:16]([CH3:17])[CH3:18])[s:14][cH:15]1)[C:19](=[O:20])[NH:21][CH:22]([CH:23]([CH3:24])[CH3:25])[C:26](=[O:27])[NH:28][CH:29]([CH2:30][CH:31]([CH:32]([CH2:33][c:34]1[cH:35][cH:36][cH:37][cH:38][cH:39]1)[NH:40][C:41](=[O:42])[O:43][CH2:44][c:45]1[cH:46][n:47][cH:48][s:49]1)[OH:50])[CH2:51][c:52]1[cH:53][cH:54][cH:55][cH:56][cH:57]1. Starting materials: C1(=CC=CC=C1)C(C1=CC=CC=C1)NP(=O)[O-] (diphenylmethylaminohypophosphite), C1(=CC=CC=C1)C(C1=CC=CC=C1)N (diphenylmethylamine), [PH2](=O)O (hypophosphorous acid), C1(=CC=CC=C1)CC=O (phenyl acetaldehyde). The solvent is O1CCOCC1 (dioxane), C(C)O (ethanol), O (water), O1CCOCC1 (dioxane). Reaction conditions: time 1 hour. Product: C1(=CC=CC=C1)C(C1=CC=CC=C1)NC(CC1=CC=CC=C1)P(O)O (1-Diphenylmethylamino-2-phenylethylphosphonous acid). RXN SMILES: [C:1]1([CH2:7][CH:8]=O)[CH:6]=[CH:5][CH:4]=[CH:3][CH:2]=1.[C:10]1([CH:16]([NH:23]P([O-])=O)[C:17]2[CH:22]=[CH:21][CH:20]=[CH:19][CH:18]=2)[CH:15]=[CH:14][CH:13]=[CH:12][CH:11]=1.C1(C(N)C2C=CC=CC=2)C=CC=CC=1.[PH2:41]([OH:43])=[O:42]>O1CCOCC1.C(O)C.O>[C:17]1([CH:16]([NH:23][CH:8]([P:41]([OH:43])[OH:42])[CH2:7][C:1]2[CH:6]=[CH:5][CH:4]=[CH:3][CH:2]=2)[C:10]2[CH:11]=[CH:12][CH:13]=[CH:14][CH:15]=2)[CH:18]=[CH:19][CH:20]=[CH:21][CH:22]=1. Procedure: A solution of 17.59 g (0.124 mol) of phenyl acetaldehyde in 20 ml of dioxane is slowly added dropwise to a suspension, which is heated at 100° C. under argon, of 31.85 g (0.124 mol) of diphenylmethylaminohypophosphite in 350 ml of dioxane, prepared by mixing equimolar quantities of diphenylmethylamine and hypophosphorous acid (100%) in ethanol. The reaction solution is stirred at this temperature for 1 h. The water of reaction which has formed is removed by azeotropic distillation using 280 ml o... Reactants: COC(=O)CCc1ccnc(NC(=O)OC(C)(C)C)c1, CO, [Na+], [OH-]. The product is CC(C)(C)OC(=O)Nc1cc(CCC(=O)O)ccn1. RXN SMILES: [C:1]([CH3:2])([CH3:3])([CH3:4])[O:5][C:6](=[O:7])[NH:8][c:9]1[n:10][cH:11][cH:12][c:13]([CH2:15][CH2:16][C:17](=[O:18])[O:19][CH3:20])[cH:14]1.[CH3:23][OH:24].[Na+:22].[OH-:21]>>[C:1]([CH3:2])([CH3:3])([CH3:4])[O:5][C:6](=[O:7])[NH:8][c:9]1[n:10][cH:11][cH:12][c:13]([CH2:15][CH2:16][C:17](=[O:18])[OH:19])[cH:14]1. Yields the product BrC1=CC(=C(C=C1)C(C=O)C)Cl (2-(4-Bromo-2-chloro-phenyl)-propionaldehyde). Procedure: Potassium tert-butoxide (7.53 g) was added to a solution 2-chloro-4-bromoacetophenone (CAS Reg. No. 252561-81-2, 10.45 g) and (methoxymethyl)-triphenylphosphosium chloride (21.48 g) in THF (100 ml) at room temperature. The mixture was stirred for 1 h at room temperature. 25% aqueous HCl (90 ml) was added. The resulting mixture was stirred 1 h at room temperature and poured then carefully to a saturated aqueous NaHCO3 solution. After neutralization, the mixture was extracted with EtOAc. The combi... Starting materials: Cl (HCl), CC(C)([O-])C.[K+] (Potassium tert-butoxide), CC(=O)C1=C(C=C(C=C1)Br)Cl (2-chloro-4-bromoacetophenone), C(=O)(O)[O-].[Na+] (NaHCO3), (methoxymethyl)-triphenylphosphosium chloride. Solvent: C1CCOC1 (THF). Reaction SMILES: CC(C)([O-])C.[K+].[CH3:7][C:8]([C:10]1[CH:15]=[CH:14][C:13]([Br:16])=[CH:12][C:11]=1[Cl:17])=O.Cl.[C:19]([O-:22])(O)=O.[Na+]>C1COCC1>[Br:16][C:13]1[CH:14]=[CH:15][C:10]([CH:8]([CH3:7])[CH:19]=[O:22])=[C:11]([Cl:17])[CH:12]=1 |f:0.1,4.5|. Conditions: time 1 hour.